From a dataset of the Open Reaction Database (ORD), a public repository of structured organic reaction records. describe an organic reaction: reactants, conditions, products, and yield Reactants: CCN1CCN(C(=O)c2ccc(Br)c(C)c2)CC1, COc1ccc(CN(Cc2ccc(OC)cc2)c2ncc(-c3nc(N4CCOCC4)nc4c3CCN4)cn2)cc1, CCN1CCN(C(=O)c2ccc(N3CCc4c(-c5cnc(N(Cc6ccc(OC)cc6)Cc6ccc(OC)cc6)nc5)nc(N5CCOCC5)nc43)c(C)c2)CC1. Product: CCN1CCN(C(=O)c2ccc(N3CCc4c(-c5cnc(N)nc5)nc(N5CCOCC5)nc43)c(C)c2)CC1. As a reaction SMILES: [Br:41][c:42]1[cH:43][cH:44][c:45]([C:46]([N:47]2[CH2:48][CH2:49][N:50]([CH2:51][CH3:52])[CH2:53][CH2:54]2)=[O:55])[cH:56][c:57]1[CH3:58].[CH3:1][O:2][c:3]1[cH:4][cH:5][c:6]([CH2:7][N:8]([CH2:9][c:10]2[cH:11][cH:12][c:13]([O:14][CH3:15])[cH:16][cH:17]2)[c:18]2[n:19][cH:20][c:21](-[c:22]3[c:23]4[c:27]([n:28][c:29]([N:30]5[CH2:31][CH2:32][O:33][CH2:34][CH2:35]5)[n:36]3)[NH:26][CH2:25][CH2:24]4)[cH:37][n:38]2)[cH:39][cH:40]1.[CH3:59][O:60][c:61]1[cH:62][cH:63][c:64]([CH2:65][N:66]([c:67]2[n:68][cH:69][c:70](-[c:73]3[c:74]4[c:75]([n:76][c:77]([N:79]5[CH2:80][CH2:81][O:82][CH2:83][CH2:84]5)[n:78]3)[N:85]([c:88]3[c:89]([CH3:104])[cH:90][c:91]([C:94](=[O:95])[N:96]5[CH2:97][CH2:98][N:99]([CH2:102][CH3:103])[CH2:100][CH2:101]5)[cH:92][cH:93]3)[CH2:86][CH2:87]4)[cH:71][n:72]2)[CH2:105][c:106]2[cH:107][cH:108][c:109]([O:110][CH3:111])[cH:112][cH:113]2)[cH:114][cH:115]1>>[NH2:66][c:67]1[n:68][cH:69][c:70](-[c:73]2[c:74]3[c:75]([n:76][c:77]([N:79]4[CH2:80][CH2:81][O:82][CH2:83][CH2:84]4)[n:78]2)[N:85]([c:88]2[c:89]([CH3:104])[cH:90][c:91]([C:94](=[O:95])[N:96]4[CH2:97][CH2:98][N:99]([CH2:102][CH3:103])[CH2:100][CH2:101]4)[cH:92][cH:93]2)[CH2:86][CH2:87]3)[cH:71][n:72]1. RXN SMILES: [CH:1]([C:4]1[S:5][C:6]([C:10](OCC)=[O:11])=[C:7]([CH3:9])[N:8]=1)([CH3:3])[CH3:2].[H-].[Al+3].[Li+].[H-].[H-].[H-].O.O.O.O.O.O.O.O.O.O.S([O-])([O-])(=O)=O.[Na+].[Na+]>C1COCC1>[CH:1]([C:4]1[S:5][C:6]([CH2:10][OH:11])=[C:7]([CH3:9])[N:8]=1)([CH3:3])[CH3:2] |f:1.2.3.4.5.6,7.8.9.10.11.12.13.14.15.16.17.18.19|. Yields the product C(C)(C)C=1SC(=C(N1)C)CO ((2-Isopropyl-4-methyl-1,3-thiazol-5-yl)methanol). Solvent: C1CCOC1 (THF). Conditions: temperature 0 celsius, time 1 hour. Yield: 97.8%. Procedure details: To a solution of ethyl 2-isopropyl-4-methyl-1,3-thiazole-5-carboxylate (2.42 g) in THF (50 mL) was added lithium aluminum hydride (0.431 g) at 0° C. The mixture was stirred at 0° C. under argon atmosphere for 1 h. To the mixture was added sodium sulfate decahydrate and the mixture was stirred for 10 min. The precipitate was filtered off through celite and the filtrate was concentrated in vacuo to give the title compound (1.9 g). The reactants are C(C)(C)C=1SC(=C(N1)C)C(=O)OCC (ethyl 2-isopropyl-4-methyl-1,3-thiazole-5-carboxylate), [H-].[Al+3].[Li+].[H-].[H-].[H-] (lithium aluminum hydride), O.O.O.O.O.O.O.O.O.O.S(=O)(=O)([O-])[O-].[Na+].[Na+] (sodium sulfate decahydrate). The reactants are CN(C(C1=CC=CC=C1)=O)CC(CCS(=O)(=O)C)C1=CC(=C(C=C1)Cl)Cl (N-methyl-N-(2-(3,4-dichlorophenyl)-4-methanesulfonylbutyl)benzamide), S1C(=NC2=C1C=CC=C2)C(=O)C2CCNCC2 (4-(benzthiazole-2-carbonyl)piperidine). Yields the product CN(C(C1=CC=CC=C1)=O)CC(CCN1CCC(CC1)C(=O)C=1SC2=C(N1)C=CC=C2)C2=CC(=C(C=C2)Cl)Cl (N-methyl-N-(4-(4-(benzthiazole-2-carbonyl)piperidin-1-yl)-2-(3,4-dichlorophenyl)butyl)benzamide). As a reaction SMILES: [CH3:1][N:2]([CH2:11][CH:12]([C:19]1[CH:24]=[CH:23][C:22]([Cl:25])=[C:21]([Cl:26])[CH:20]=1)[CH2:13][CH2:14]S(C)(=O)=O)[C:3](=[O:10])[C:4]1[CH:9]=[CH:8][CH:7]=[CH:6][CH:5]=1.[S:27]1[C:31]2[CH:32]=[CH:33][CH:34]=[CH:35][C:30]=2[N:29]=[C:28]1[C:36]([CH:38]1[CH2:43][CH2:42][NH:41][CH2:40][CH2:39]1)=[O:37]>>[CH3:1][N:2]([CH2:11][CH:12]([C:19]1[CH:24]=[CH:23][C:22]([Cl:25])=[C:21]([Cl:26])[CH:20]=1)[CH2:13][CH2:14][N:41]1[CH2:42][CH2:43][CH:38]([C:36]([C:28]2[S:27][C:31]3[CH:32]=[CH:33][CH:34]=[CH:35][C:30]=3[N:29]=2)=[O:37])[CH2:39][CH2:40]1)[C:3](=[O:10])[C:4]1[CH:5]=[CH:6][CH:7]=[CH:8][CH:9]=1. Reported procedure: Prepare by the method of Example 2.7 using N-methyl-N-(2-(3,4-dichlorophenyl)-4-methanesulfonylbutyl)benzamide and 4-(benzthiazole-2-carbonyl)piperidine to give the title compound. Product: Cn1cnn(-c2cc(F)ccc2C#N)c1=O. As a reaction SMILES: [Br:1][c:2]1[c:3](-[n:9]2[n:10][cH:11][n:12]([CH3:15])[c:13]2=[O:14])[cH:4][c:5]([F:8])[cH:6][cH:7]1.[CH3:19][N:20]1[CH2:21][CH2:22][CH2:23][C:24]1=[O:25].[Cu:16][C:17]#[N:18]>>[c:2]1([C:17]#[N:18])[c:3](-[n:9]2[n:10][cH:11][n:12]([CH3:15])[c:13]2=[O:14])[cH:4][c:5]([F:8])[cH:6][cH:7]1. The reactants are Cn1cnn(-c2cc(F)ccc2Br)c1=O, CN1CCCC1=O, N#C[Cu].